From a dataset of the Open Reaction Database (ORD), a public repository of structured organic reaction records. describe an organic reaction: reactants, conditions, products, and yield Procedure: β-aminoanthraquinone; 1,4diaminoanthraquinone; 1,5-diaminoanthraquinone; 1-amino-4-acetylaminoanthraquinone; 1-amino-4-benzoylamino anthraquinone; 1-amino-5-acetylamino-anthraquinone; 1-amino-5-benzoylamino-anthraquinone; 1-amino-4-nitro-anthraquinone; 1-amino-5-nitro-anthraquinone; 1-amino-4-bromo-anthraquinone; 1-amino-4-methylamino-anthraquinone; 1-amino-4-phenylamino-anthraquinone. Reaction SMILES: [CH:1]1[CH:6]=[C:5]2[C:7]([C:9]3[CH:16]=[CH:15][C:14](N)=[CH:13][C:10]=3[C:11](=[O:12])[C:4]2=[CH:3][CH:2]=1)=[O:8].[NH2:18]C1C2C(=O)C3C(=CC=CC=3)C(=O)C=2C(N)=CC=1.NC1C2C(=O)C3C(=C(N)C=CC=3)C(=O)C=2C=CC=1.NC1C2C(=O)C3C(=CC=CC=3)C(=O)C=2C(NC(=O)C)=CC=1.NC1C2C(=O)C3C(=CC=CC=3)C(=O)C=2C(NC(=O)C2C=CC=CC=2)=CC=1.NC1C2C(=O)C3C(=C(NC(=O)C)C=CC=3)C(=O)C=2C=CC=1.NC1C2C(=O)C3C(=C(NC(=O)C4C=CC=CC=4)C=CC=3)C(=O)C=2C=CC=1.NC1C2C(=O)C3C(=CC=CC=3)C(=O)C=2C([N+]([O-])=O)=CC=1.NC1C2C(=O)C3C(=C([N+]([O-])=O)C=CC=3)C(=O)C=2C=CC=1.NC1C2C(=O)C3C(=CC=CC=3)C(=O)C=2C(Br)=CC=1.NC1C2C(=O)C3C(=CC=CC=3)C(=O)C=2C(NC)=CC=1.NC1C2C(=O)C3C(=CC=CC=3)C(=O)C=2C(NC2C=CC=CC=2)=CC=1>>[CH:1]1[CH:6]=[C:5]2[C:7]([C:9]3[CH:16]=[CH:15][CH:14]=[C:13]([NH2:18])[C:10]=3[C:11](=[O:12])[C:4]2=[CH:3][CH:2]=1)=[O:8]. The product is C1=CC=C2C(=C1)C(=O)C3=C(C2=O)C(=CC=C3)N (α-aminoanthraquinone). The reactants are C1=CC=C2C(=C1)C(=O)C3=C(C2=O)C=C(C=C3)N (β-aminoanthraquinone), NC1=CC=C(C=2C(C3=CC=CC=C3C(C12)=O)=O)NC(C)=O (1-amino-4-acetylaminoanthraquinone), NC1=CC=C(C=2C(C3=CC=CC=C3C(C12)=O)=O)Br (1-amino-4-bromo-anthraquinone), NC1=CC=C(C=2C(C3=CC=CC=C3C(C12)=O)=O)NC1=CC=CC=C1 (1-amino-4-phenylamino-anthraquinone), NC1=CC=C(C=2C(C3=CC=CC=C3C(C12)=O)=O)NC(C1=CC=CC=C1)=O (1-amino-4-benzoylamino anthraquinone), NC1=CC=C(C=2C(C3=CC=CC=C3C(C12)=O)=O)[N+](=O)[O-] (1-amino-4-nitro-anthraquinone), NC1=CC=C(C=2C(C3=CC=CC=C3C(C12)=O)=O)NC (1-amino-4-methylamino-anthraquinone), NC1=CC=CC=2C(C3=C(C=CC=C3C(C12)=O)[N+](=O)[O-])=O (1-amino-5-nitro-anthraquinone), NC1=CC=CC=2C(C3=C(C=CC=C3C(C12)=O)NC(C1=CC=CC=C1)=O)=O (1-amino-5-benzoylamino-anthraquinone), NC1=CC=C(C=2C(C3=CC=CC=C3C(C12)=O)=O)N (1,4diaminoanthraquinone), NC1=CC=CC=2C(C3=C(C=CC=C3C(C12)=O)N)=O (1,5-diaminoanthraquinone), NC1=CC=CC=2C(C3=C(C=CC=C3C(C12)=O)NC(C)=O)=O (1-amino-5-acetylamino-anthraquinone).